Dataset: the Open Reaction Database (ORD), a public repository of structured organic reaction records. Task: describe an organic reaction: reactants, conditions, products, and yield RXN SMILES: [C:13]([CH3:14])([CH3:15])([CH3:16])[O:17][C:18]([c:19]1[cH:20][cH:21][c:22]([NH:25][CH:26]2[CH2:27][CH2:28][NH:29][CH2:30][CH2:31]2)[cH:23][cH:24]1)=[O:32].[CH2:33]([OH:34])[CH2:35][CH2:36][CH2:37][CH3:38].[Cl:1][c:2]1[nH:3][c:4]2[c:5]([n:6]1)[cH:7][cH:8][c:9]([O:11][CH3:12])[cH:10]2>>[c:2]1([N:29]2[CH2:28][CH2:27][CH:26]([NH:25][c:22]3[cH:21][cH:20][c:19]([C:18]([O:17][C:13]([CH3:14])([CH3:15])[CH3:16])=[O:32])[cH:24][cH:23]3)[CH2:31][CH2:30]2)[n:3][c:4]2[c:5]([nH:6]1)[cH:7][cH:8][c:9]([O:11][CH3:12])[cH:10]2. Yields the product COc1ccc2[nH]c(N3CCC(Nc4ccc(C(=O)OC(C)(C)C)cc4)CC3)nc2c1. Starting materials: CC(C)(C)OC(=O)c1ccc(NC2CCNCC2)cc1, CCCCCO, COc1ccc2nc(Cl)[nH]c2c1. Product: COC(=O)C(CNC(=O)N1CCC2(CC1)C(=O)N(C)CN2c1ccccc1)NC(=O)C1CSCN1C(C)=O. RXN SMILES: [C:29]([CH3:30])(=[O:31])[N:32]1[CH2:33][S:34][CH2:35][CH:36]1[C:37](=[O:38])[OH:39].[CH3:1][O:2][C:3]([CH:4]([CH2:5][NH:6][C:7](=[O:8])[N:9]1[CH2:10][CH2:11][C:12]2([C:13](=[O:24])[N:14]([CH3:23])[CH2:15][N:16]2[c:17]2[cH:18][cH:19][cH:20][cH:21][cH:22]2)[CH2:25][CH2:26]1)[NH2:27])=[O:28].[CH:40]([N:41]([CH2:42][CH3:43])[CH:44]([CH3:45])[CH3:46])([CH3:47])[CH3:48].[Cl:49][CH2:50][Cl:51]>>[CH3:1][O:2][C:3]([CH:4]([CH2:5][NH:6][C:7](=[O:8])[N:9]1[CH2:10][CH2:11][C:12]2([C:13](=[O:24])[N:14]([CH3:23])[CH2:15][N:16]2[c:17]2[cH:18][cH:19][cH:20][cH:21][cH:22]2)[CH2:25][CH2:26]1)[NH:27][C:37]([CH:36]1[N:32]([C:29]([CH3:30])=[O:31])[CH2:33][S:34][CH2:35]1)=[O:38])=[O:28]. Starting materials: CC(=O)N1CSCC1C(=O)O, COC(=O)C(N)CNC(=O)N1CCC2(CC1)C(=O)N(C)CN2c1ccccc1, CCN(C(C)C)C(C)C, ClCCl. Isolated yield 54.9%. RXN SMILES: [CH3:1][O:2][C:3](=[O:23])[CH:4]=[CH:5][C:6]1[CH:11]=[CH:10][C:9]([NH:12][CH2:13][CH2:14][N:15]([CH2:18][CH3:19])[CH2:16][CH3:17])=[C:8]([N+:20]([O-])=O)[CH:7]=1>C(O)(=O)C.[Sn](Cl)(Cl)(Cl)Cl>[CH3:1][O:2][C:3](=[O:23])[CH:4]=[CH:5][C:6]1[CH:11]=[CH:10][C:9]([NH:12][CH2:13][CH2:14][N:15]([CH2:16][CH3:17])[CH2:18][CH3:19])=[C:8]([NH2:20])[CH:7]=1. The reactants are COC(C=CC1=CC(=C(C=C1)NCCN(CC)CC)[N+](=O)[O-])=O (3-[4-(2-diethylamino-ethylamino)-3-nitro-phenyl]-acrylic acid methyl ester). The solvent is C(C)(=O)O (acetic acid), [Sn](Cl)(Cl)(Cl)Cl (tin chloride). The product is COC(C=CC1=CC(=C(C=C1)NCCN(CC)CC)N)=O (3-[3-amino-4-(2-diethylamino-ethylamino)-phenyl]-acrylic acid methyl ester). Reaction conditions: temperature 45 celsius, time 30 minute. Procedure details: To a pre-stirred solution of 3-[4-(2-diethylamino-ethylamino)-3-nitro-phenyl]-acrylic acid methyl ester (61-1, 280 mg, 1.0 mmol) in glacial acetic acid (5 mL), tin chloride was added (1.18 g, 10.0 mmol). The resulting solution was heated to 45° C. for 17 hours and then cooled to room temperature. The solvent was removed under vacuum. Water (20 mL) and dichloromethane (20 mL) was added to the residue and stirred for 30 minutes. The organic layer was dried (MgSO4), filtered and concentrated to an ... Procedure: A mixture of 2-[3-(1-tert-butoxycarbonyl-1H-indazol-3-ylmethyl)-2,4-dioxo-5-phenyl-2,3,4,5-tetrahydrobenzo[b][1,4]diazepin-1-yl]-N-isopropyl-N-(3-methoxy-phenyl) acetamide, prepared as in Intermediate 74, (250 mg, 0.363 mmol) and 4N HCl in dioxane (2 mL) is stirred at RT for 2 h. Diethyl ether (40 mL) is added and the resultant mixture stirred vigorously for 20 min. The solids were allowed to settle and the solvent is decanted. This procedure is repeated three times and the final solid dried by ... The reactants are C(C)OCC (Diethyl ether), C(C)(C)(C)OC(=O)N1N=C(C2=CC=CC=C12)CC1C(N(C2=C(N(C1=O)CC(=O)N(C1=CC(=CC=C1)OC)C(C)C)C=CC=C2)C2=CC=CC=C2)=O (2-[3-(1-tert-butoxycarbonyl-1H-indazol-3-ylmethyl)-2,4-dioxo-5-phenyl-2,3,4,5-tetrahydrobenzo[b][1,4]diazepin-1-yl]-N-isopropyl-N-(3-methoxy-phenyl) acetamide), Intermediate 74, Cl (HCl), resultant mixture. Solvent: O1CCOCC1 (dioxane). Product: N1N=C(C2=CC=CC=C12)CC1C(N(C2=C(N(C1=O)CC(=O)N(C1=CC(=CC=C1)OC)C(C)C)C=CC=C2)C2=CC=CC=C2)=O (2-[3-(1H-Indazol-3-ylmethyl)-2,4-dioxo-5-phenyl-2,3,4,5-tetrahydrobenzo[b][1,4]diazepin-1-yl]-N-isopropyl-N-(3-methoxy-phenyl) acetamide). Conditions: time 2 hour. RXN SMILES: C(OC([N:8]1[C:16]2[C:11](=[CH:12][CH:13]=[CH:14][CH:15]=2)[C:10]([CH2:17][CH:18]2[C:24](=[O:25])[N:23]([CH2:26][C:27]([N:29]([CH:38]([CH3:40])[CH3:39])[C:30]3[CH:35]=[CH:34][CH:33]=[C:32]([O:36][CH3:37])[CH:31]=3)=[O:28])[C:22]3[CH:41]=[CH:42][CH:43]=[CH:44][C:21]=3[N:20]([C:45]3[CH:50]=[CH:49][CH:48]=[CH:47][CH:46]=3)[C:19]2=[O:51])=[N:9]1)=O)(C)(C)C.Cl.C(OCC)C>O1CCOCC1>[NH:8]1[C:16]2[C:11](=[CH:12][CH:13]=[CH:14][CH:15]=2)[C:10]([CH2:17][CH:18]2[C:24](=[O:25])[N:23]([CH2:26][C:27]([N:29]([CH:38]([CH3:40])[CH3:39])[C:30]3[CH:35]=[CH:34][CH:33]=[C:32]([O:36][CH3:37])[CH:31]=3)=[O:28])[C:22]3[CH:41]=[CH:42][CH:43]=[CH:44][C:21]=3[N:20]([C:45]3[CH:46]=[CH:47][CH:48]=[CH:49][CH:50]=3)[C:19]2=[O:51])=[N:9]1. The reactants are ClCCl, CC(C)c1ccccc1CCC(=O)Cl, C=[N+]=[N-]. Reaction SMILES: [CH2:18]([Cl:19])[Cl:20].[CH:1]([CH3:2])([CH3:3])[c:4]1[c:5]([CH2:10][CH2:11][C:12](=[O:13])[Cl:14])[cH:6][cH:7][cH:8][cH:9]1.[N+:15](=[N-:16])=[CH2:17]>>[CH:1]([CH3:2])([CH3:3])[c:4]1[c:5]([CH2:10][CH2:11][C:12](=[O:13])[CH:17]=[N+:15]=[N-:16])[cH:6][cH:7][cH:8][cH:9]1. Yields the product CC(C)c1ccccc1CCC(=O)C=[N+]=[N-]. The reagents and catalysts are C=1C=CC(=CC1)[P](C=2C=CC=CC2)(C=3C=CC=CC3)[Pd]([P](C=4C=CC=CC4)(C=5C=CC=CC5)C=6C=CC=CC6)([P](C=7C=CC=CC7)(C=8C=CC=CC8)C=9C=CC=CC9)[P](C=1C=CC=CC1)(C=1C=CC=CC1)C=1C=CC=CC1 (Pd(PPh3)4). Product: C(C)(C)C=1C(=C(C=C(C1)C(C)C)C(=CCO)CC)OCCC (3-(3,5-Diisopropyl-2-propoxy-phenyl)-pent-2-en-1-ol). Run in CCO (EtOH). Conditions: temperature 92 celsius. Procedure: A mixture of 2-propoxy-3,5-diisopropyl-phenylboronic acid (Intermediate 4, 3.28 g, 12.4 mmol), 3-iodo-pent-2-en-1-ol (3.95 g, 18.6 mmol), Pd(PPh3)4 (720 mg, 0.62 mmol), and Na2CO3 (2M, 31 mL, 62 mmol) in toluene (40 mL) and EtOH (30 mL) was heated to 92° C. for overnight. The reaction was cooled to room temperature and extracted with EtOAc (×3). The organic layer was washed with brine, dried over Na2SO4, and concentrated in vacuo. The additional 1.10 g of Intermediate 4 as described above was su... RXN SMILES: [CH2:1]([O:4][C:5]1[C:10]([CH:11]([CH3:13])[CH3:12])=[CH:9][C:8]([CH:14]([CH3:16])[CH3:15])=[CH:7][C:6]=1B(O)O)[CH2:2][CH3:3].I[C:21]([CH2:25]C)=[CH:22]CO.[C:27]([O-:30])([O-])=O.[Na+].[Na+].[C:33]1(C)C=CC=CC=1>CCO.C1C=CC([P]([Pd]([P](C2C=CC=CC=2)(C2C=CC=CC=2)C2C=CC=CC=2)([P](C2C=CC=CC=2)(C2C=CC=CC=2)C2C=CC=CC=2)[P](C2C=CC=CC=2)(C2C=CC=CC=2)C2C=CC=CC=2)(C2C=CC=CC=2)C2C=CC=CC=2)=CC=1>[CH:21]([C:6]1[C:5]([O:4][CH2:1][CH2:2][CH3:3])=[C:10]([C:11]([CH2:13][CH3:33])=[CH:12][CH2:27][OH:30])[CH:9]=[C:8]([CH:14]([CH3:16])[CH3:15])[CH:7]=1)([CH3:25])[CH3:22] |f:2.3.4,^1:46,48,67,86|. Isolated yield 56.0%. The reactants are C(CC)OC1=C(C=C(C=C1C(C)C)C(C)C)B(O)O (2-propoxy-3,5-diisopropyl-phenylboronic acid), C(CC)OC1=C(C=C(C=C1C(C)C)C(C)C)B(O)O (2-propoxy-3,5-diisopropyl-phenylboronic acid), IC(=CCO)CC (3-iodo-pent-2-en-1-ol), C(=O)([O-])[O-].[Na+].[Na+] (Na2CO3), C1(=CC=CC=C1)C (toluene). The reactants are BrC=1C(=NC=C(C(=O)NC2=CC=C(C=C2)OC(F)(F)F)C1)Cl (5-bromo-6-chloro-N-(4-(trifluoromethoxy)phenyl)nicotinamide), N1C[C@H](CC1)O ((S)-pyrrolidin-3-ol). The product is BrC=1C(=NC=C(C(=O)NC2=CC=C(C=C2)OC(F)(F)F)C1)N1C[C@H](CC1)O ((S)-5-Bromo-6-(3-hydroxypyrrolidin-1-yl)-N-(4-(trifluoromethoxy)phenyl)nicotinamide). As a reaction SMILES: [Br:1][C:2]1[C:3](Cl)=[N:4][CH:5]=[C:6]([CH:21]=1)[C:7]([NH:9][C:10]1[CH:15]=[CH:14][C:13]([O:16][C:17]([F:20])([F:19])[F:18])=[CH:12][CH:11]=1)=[O:8].[NH:23]1[CH2:27][CH2:26][C@H:25]([OH:28])[CH2:24]1>>[Br:1][C:2]1[C:3]([N:23]2[CH2:27][CH2:26][C@H:25]([OH:28])[CH2:24]2)=[N:4][CH:5]=[C:6]([CH:21]=1)[C:7]([NH:9][C:10]1[CH:15]=[CH:14][C:13]([O:16][C:17]([F:20])([F:19])[F:18])=[CH:12][CH:11]=1)=[O:8]. Procedure details: The title compound was prepared in an analogous fashion to that described in Stage 8.1 using 5-bromo-6-chloro-N-(4-(trifluoromethoxy)phenyl)nicotinamide (Stage 2.3) and (S)-pyrrolidin-3-ol to afford an off-white crystalline powder. HPLC (Condition 4) tR=5.83 min, UPLC-MS (Condition 3) tR=1.06 min, m/z=446.1 [M+H]+.